Dataset: the Open Reaction Database (ORD), a public repository of structured organic reaction records. Task: describe an organic reaction: reactants, conditions, products, and yield The reactants are CC1=NC2=C(C=CC=C2C(=C1C)O)OC (2,3-dimethyl-4-hydroxy-8-methoxy-quinoline), P(Cl)(Cl)(Cl)(Cl)Cl (phosphorus pentachloride), ice. The solvent is P(=O)(Cl)(Cl)Cl (phosphorus oxychloride). Yields the product CC1=NC2=C(C=CC=C2C(=C1C)Cl)OC (2,3-dimethyl-4-chloro-8-methoxyquinoline). The yield is 185.7%. As a reaction SMILES: [CH3:1][C:2]1[C:11]([CH3:12])=[C:10](O)[C:9]2[C:4](=[C:5]([O:14][CH3:15])[CH:6]=[CH:7][CH:8]=2)[N:3]=1.P(Cl)(Cl)(Cl)(Cl)[Cl:17]>P(Cl)(Cl)(Cl)=O>[CH3:1][C:2]1[C:11]([CH3:12])=[C:10]([Cl:17])[C:9]2[C:4](=[C:5]([O:14][CH3:15])[CH:6]=[CH:7][CH:8]=2)[N:3]=1. Procedure: 2.09 g of 2,3-dimethyl-4-hydroxy-8-methoxy-quinoline, 10 ml of phosphorus oxychloride and 0.43 g of phosphorus pentachloride are introduced into a 25 ml two-necked flask fitted with a condenser. The mixture is refluxed for 1 h. The reaction medium, cooled to room temperature, is poured onto 100 g of ice and extracted with ethyl acetate (2×100 ml). The organic phases are combined, washed with saturated sodium bicarbonate solution (200 ml), dried over magnesium sulphate and concentrated. The resid... Reactants: ClC=1C=C(C=CC1OC(C)C)C1=NC(=NS1)C=1C(=C(C=CC1)CC=O)CC ([3-(5-{3-chloro-4-[(1-methylethyl)oxy]phenyl}-1,2,4-thiadiazol-3-yl)-2-ethylphenyl]acetaldehyde), C(C)(=O)[O-].[Na+] (sodium acetate), Cl.N1[C@H](C(=O)OC)CCC1 (hydrogen chloride methyl L-prolinate), C(C)(=O)O[BH-](OC(C)=O)OC(C)=O.[Na+] (sodium triacetoxyborohydride), [OH-].[Na+] (NaOH). The solvent is ClCCl (Dichloromethane), C(C)(C)O.O (isopropanol water). Run at time 5 minute. Product: ClC=1C=C(C=CC1OC(C)C)C1=NC(=NS1)C=1C(=C(C=CC1)CCN1[C@H](C(=O)O)CCC1)CC (1-{2-[3-(5-{3-chloro-4-[(1-methylethyl)oxy]phenyl}-1,2,4-thiadiazol-3-yl)-2-ethylphenyl]ethyl}-L-proline). The yield is 40.9%. Reaction SMILES: [Cl:1][C:2]1[CH:3]=[C:4]([C:12]2[S:16][N:15]=[C:14]([C:17]3[C:18]([CH2:26][CH3:27])=[C:19]([CH2:23][CH:24]=O)[CH:20]=[CH:21][CH:22]=3)[N:13]=2)[CH:5]=[CH:6][C:7]=1[O:8][CH:9]([CH3:11])[CH3:10].C([O-])(=O)C.[Na+].Cl.[NH:34]1[CH2:42][CH2:41][CH2:40][C@H:35]1[C:36]([O:38]C)=[O:37].C(O[BH-](OC(=O)C)OC(=O)C)(=O)C.[Na+].[OH-].[Na+]>ClCCl.C(O)(C)C.O>[Cl:1][C:2]1[CH:3]=[C:4]([C:12]2[S:16][N:15]=[C:14]([C:17]3[C:18]([CH2:26][CH3:27])=[C:19]([CH2:23][CH2:24][N:34]4[CH2:42][CH2:41][CH2:40][C@H:35]4[C:36]([OH:38])=[O:37])[CH:20]=[CH:21][CH:22]=3)[N:13]=2)[CH:5]=[CH:6][C:7]=1[O:8][CH:9]([CH3:11])[CH3:10] |f:1.2,3.4,5.6,7.8,10.11|. Procedure details: To a solution of [3-(5-{3-chloro-4-[(1-methylethyl)oxy]phenyl}-1,2,4-thiadiazol-3-yl)-2-ethylphenyl]acetaldehyde (D52) (110 mg, 0.274 mmol) in Dichloromethane (DCM) (10 mL) was added sodium acetate (33.8 mg, 0.412 mmol) and hydrogen chloride-methyl L-prolinate (1:1) (68.2 mg, 0.412 mmol). After 5 minutes, sodium triacetoxyborohydride (87 mg, 0.412 mmol) was added and the reaction solution was stirred at room temperature overnight. The solvent was removed in vacuo and the residue was hydrolized b... Reactants: O=C([O-])[O-], OC(COCCCl)c1cc(Cc2ccccc2)cs1, CNC, CCOC(C)=O, CCO, [I-], [K+], [K+], [K+], O. Product: CN(C)CCOCC(O)c1cc(Cc2ccccc2)cs1, Cl. Reaction SMILES: [C:25](=[O:26])([O-:27])[O-:28].[CH2:1]([c:2]1[cH:3][cH:4][cH:5][cH:6][cH:7]1)[c:8]1[cH:9][c:10]([CH:13]([CH2:14][O:15][CH2:16][CH2:17][Cl:18])[OH:19])[s:11][cH:12]1.[CH3:20][NH:21][CH3:22].[CH3:32][CH2:33][O:34][C:35](=[O:36])[CH3:37].[CH3:38][CH2:39][OH:40].[I-:24].[K+:23].[K+:29].[K+:30].[OH2:31]>>[CH2:1]([c:2]1[cH:3][cH:4][cH:5][cH:6][cH:7]1)[c:8]1[cH:9][c:10]([CH:13]([CH2:14][O:15][CH2:16][CH2:17][N:21]([CH3:20])[CH3:22])[OH:19])[s:11][cH:12]1.[ClH:18]. Starting materials: Cl.N[C@@H](CSC=1SC(=NN1)C)C (2-[(R)-2-amino-1-propylthio]-5-methyl-[ 1,3,4]-thiadiazole hydrochloride), C(C1=CC=CC=C1)(=O)O[C@H]1[C@@H](O[C@@H]([C@H]1OC(C1=CC=CC=C1)=O)COC(C1=CC=CC=C1)=O)N1C2=NC(=NC(=C2N=C1)Cl)Cl (9-(2,3,5-tri-O-benzoyl-β-D-ribofuranosyl)-2,6-dichloro-9H-purine), N (ammonia). The product is ClC=1N=C(C=2N=CN([C@H]3[C@H](O)[C@H](O)[C@@H](CO)O3)C2N1)N[C@@H](CSC=1SC(=NN1)C)C (2-chloro-N{(R)-1-[5-methyl(1,3,4-thiadiazol-2-yl)]thio-2-propyl}adenosine). The yield is 53.2%. Reaction SMILES: Cl.[NH2:2][C@H:3]([CH3:12])[CH2:4][S:5][C:6]1[S:7][C:8]([CH3:11])=[N:9][N:10]=1.C([O:21][C@@H:22]1[C@H:26]([O:27]C(=O)C2C=CC=CC=2)[C@@H:25]([CH2:36][O:37]C(=O)C2C=CC=CC=2)[O:24][C@H:23]1[N:46]1[CH:54]=[N:53][C:52]2[C:47]1=[N:48][C:49]([Cl:56])=[N:50][C:51]=2Cl)(=O)C1C=CC=CC=1.N>>[Cl:56][C:49]1[N:50]=[C:51]([NH:2][C@H:3]([CH3:12])[CH2:4][S:5][C:6]2[S:7][C:8]([CH3:11])=[N:9][N:10]=2)[C:52]2[N:53]=[CH:54][N:46]([C:47]=2[N:48]=1)[C@@H:23]1[O:24][C@H:25]([CH2:36][OH:37])[C@@H:26]([OH:27])[C@H:22]1[OH:21] |f:0.1|. Reported procedure: The title compound was prepared according to method A as described above in Example 1 by reacting 2-[(R)-2-amino-1-propylthio]-5-methyl-[ 1,3,4]-thiadiazole hydrochloride [prepared by alkylation of 2-mercapto-5-methyl-(1,3,4)-thiadiazole (1.32 g, 10 mmol) using methanesulphonic acid, 2-[(R)-N-tert-butyloxycarbonylamino]-1-propyl ester (3.04 g, 12 mmol) followed by acidic hydrolysis] (1.01 g, 4.47 mmol) with 9-(2,3,5-tri-O-benzoyl-β-D-ribofuranosyl)-2,6-dichloro-9H-purine (2.36 g, 3.73 mmol), fol... The reactants are Cl.C(C)N(CC)CCCNC(=O)C=1N(C2=CC=CC=C2C1OC)C1=CC=CC=C1 (2-[3-(N,N-diethylamino)propylaminocarbonyl]-3-methoxy-1-phenylindole hydrochloride), Cl (hydrochloric acid). Solvent: CO (methanol). Run at time 3 hour. Product: Cl.C(C)N(CC)CCCNC(=O)C=1N(C2=CC=CC=C2C1O)C1=CC=CC=C1 (2-[3-(N,N-diethylamino)propylaminocarbonyl]-3-hydroxy-1-phenylindole hydrochloride). Yield: 81.8%. As a reaction SMILES: [ClH:1].[CH2:2]([N:4]([CH2:7][CH2:8][CH2:9][NH:10][C:11]([C:13]1[N:14]([C:24]2[CH:29]=[CH:28][CH:27]=[CH:26][CH:25]=2)[C:15]2[C:20]([C:21]=1[O:22]C)=[CH:19][CH:18]=[CH:17][CH:16]=2)=[O:12])[CH2:5][CH3:6])[CH3:3].Cl>CO>[ClH:1].[CH2:2]([N:4]([CH2:7][CH2:8][CH2:9][NH:10][C:11]([C:13]1[N:14]([C:24]2[CH:25]=[CH:26][CH:27]=[CH:28][CH:29]=2)[C:15]2[C:20]([C:21]=1[OH:22])=[CH:19][CH:18]=[CH:17][CH:16]=2)=[O:12])[CH2:5][CH3:6])[CH3:3] |f:0.1,4.5|. Procedure details: 2.1 g of 2-[3-(N,N-diethylamino)propylaminocarbonyl]-3-methoxy-1-phenylindole hydrochloride are dissolved in 5 ml of methanol and mixed with 2.5 ml concentrated hydrochloric acid. The reaction mixture is boiled for 3 h under reflux and subsequently evaporated under vacuum. 1.66 g (82% of theoretical) 2-[3-(N,N-diethylamino)propylaminocarbonyl]-3-hydroxy-1-phenylindole hydrochloride are obtained as an oily substance. IR: 1647 cm-1 (CO amide). Starting materials: BrB(Br)Br, COc1c2c(cc(C3CCCC3)c1C(=O)c1ccc(C(F)(F)F)cc1)OC(C)(C)CC2=O, ClCCl, O. The product is CC1(C)CC(=O)c2c(cc(C3CCCC3)c(C(=O)c3ccc(C(F)(F)F)cc3)c2O)O1. As a reaction SMILES: [B:36]([Br:37])([Br:38])[Br:39].[CH:1]1([c:6]2[c:7]([C:21]([c:22]3[cH:23][cH:24][c:25]([C:28]([F:29])([F:30])[F:31])[cH:26][cH:27]3)=[O:32])[c:8]([O:19][CH3:20])[c:9]3[c:14]([cH:15]2)[O:13][C:12]([CH3:16])([CH3:17])[CH2:11][C:10]3=[O:18])[CH2:2][CH2:3][CH2:4][CH2:5]1.[Cl:33][CH2:34][Cl:35].[OH2:40]>>[CH:1]1([c:6]2[c:7]([C:21]([c:22]3[cH:23][cH:24][c:25]([C:28]([F:29])([F:30])[F:31])[cH:26][cH:27]3)=[O:32])[c:8]([OH:19])[c:9]3[c:14]([cH:15]2)[O:13][C:12]([CH3:16])([CH3:17])[CH2:11][C:10]3=[O:18])[CH2:2][CH2:3][CH2:4][CH2:5]1. Reactants: C1(=CC=CC=C1)C(C(=O)O)=O (phenylglyoxylic acid), [OH-].[Na+] (sodium hydroxide), [N+](=O)([O-])[O-].[Ag+] (silver nitrate). Run in CO (methanol). Run at time 1 hour. The product is C1(=CC=CC=C1)C(C(=O)[O-])=O.[Ag+] (silver phenylglyoxylate). RXN SMILES: [C:1]1([C:7](=[O:11])[C:8]([OH:10])=[O:9])[CH:6]=[CH:5][CH:4]=[CH:3][CH:2]=1.[OH-].[Na+].[N+]([O-])([O-])=O.[Ag+:18]>CO>[C:1]1([C:7](=[O:11])[C:8]([O-:10])=[O:9])[CH:6]=[CH:5][CH:4]=[CH:3][CH:2]=1.[Ag+:18] |f:1.2,3.4,6.7|. Procedure: In 20 g of methanol was dissolved 3.9 g of phenylglyoxylic acid (Aldrich), and 0.9 g of sodium hydroxide (Wako Pure Chemical Industries, Ltd.) was added thereto little by little (generation of heat caused by neutralization was observed). After stirring for 1 hour, 10.4 g of 1 mol/L aqueous silver nitrate solution (Wako Pure Chemical Industries, Ltd.) was added thereto. Then a precipitated gray solid was collected by filtration, washed with methanol, and dried, so that 4.4 g of silver phenylglyox... Reactants: C1(=CC=C(C=C1)S(=O)(=O)O)C (p-toluenesulfonic acid), [C-]#N.[K+] (potassium cyanide), N1CCOCC1 (morpholine), FC(C=1C=C(C=O)C=CC1)(F)F (m-trifluoromethylbenzaldehyde). Solvent: O (water), O1CCCC1 (tetrahydrofuran). Product: FC(C1=CC(=CC=C1)C(C#N)N1CCOCC1)(F)F (α-(α,α,α-trifluoro-m-tolyl)-4-morpholineacetonitrile). RXN SMILES: C1(C)C=CC(S(O)(=O)=O)=CC=1.[NH:12]1[CH2:17][CH2:16][O:15][CH2:14][CH2:13]1.[F:18][C:19]([F:29])([F:28])[C:20]1[CH:21]=[C:22]([CH:25]=[CH:26][CH:27]=1)[CH:23]=O.[C-:30]#[N:31].[K+]>O.O1CCCC1>[F:18][C:19]([F:29])([F:28])[C:20]1[CH:27]=[CH:26][CH:25]=[C:22]([CH:23]([N:12]2[CH2:17][CH2:16][O:15][CH2:14][CH2:13]2)[C:30]#[N:31])[CH:21]=1 |f:3.4|. Reported procedure: A 112 g. portion of p-toluenesulfonic acid is dissolved in 500 ml. of tetrahydrofuran with stirring. Then 106 g. of morpholine is added portionwise with stirring. A 95.63 g. portion of m-trifluoromethylbenzaldehyde is added and the reaction mixture is stirred at reflux for 2 hours. The reaction mixture is cooled and a solution of 42.2 g. of potassium cyanide in 75 ml. of water is added. The mixture is then allowed to stir at reflux overnight. The reaction mixture is concentrated free of solvent ... The reactants are ester, C[Si](C)(C)[N-][Si](C)(C)C.[K+] (potassium bis-trimethylsilylamide), BrCN1C(N(C(C1=O)(C)C)C)=O (3-bromomethyl-1,5,5-trimethylhydantoin), C(C)(C)(C)OC(=O)[C@@H](CN1C(N(C(C1=O)(C)C)C)=O)[C@H](C(=O)N1CCCCC1)CC1CCCC1 (1-[2(R)-[1(R)-(tert-butoxycarbonyl)-2-(3,4,4-trimethyl-2,5-dioxo-1-imidazolidinyl)ethyl]-3cyclopentylpropionyl]piperidine). Solvent: O1CCCC1 (tetrahydrofuran), tetrahydrofluran. Run at time 30 minute. Yields the product C(C)(C)(C)OC(=O)[C@H](CN1C(N(C(C1=O)(C)C)C)=O)[C@H](C(=O)N1CCCCC1)CC1CCCC1 (1-[2(R)-[1(S)-(tert-butoxycarbonyl)-2-(3,4,4-trimethyl-2,5-dioxo-1-imidazolidinyl)ethyl]-3-cyclopentylpropionyl]piperidine). The yield is 78.0%. Reaction SMILES: C[Si]([N-][Si](C)(C)C)(C)C.[K+].BrCN1C(=O)C(C)(C)N(C)C1=O.[C:23]([O:27][C:28]([C@H:30]([C@@H:42]([CH2:51][CH:52]1[CH2:56][CH2:55][CH2:54][CH2:53]1)[C:43]([N:45]1[CH2:50][CH2:49][CH2:48][CH2:47][CH2:46]1)=[O:44])[CH2:31][N:32]1[C:36](=[O:37])[C:35]([CH3:39])([CH3:38])[N:34]([CH3:40])[C:33]1=[O:41])=[O:29])([CH3:26])([CH3:25])[CH3:24]>O1CCCC1>[C:23]([O:27][C:28]([C@@H:30]([C@@H:42]([CH2:51][CH:52]1[CH2:53][CH2:54][CH2:55][CH2:56]1)[C:43]([N:45]1[CH2:46][CH2:47][CH2:48][CH2:49][CH2:50]1)=[O:44])[CH2:31][N:32]1[C:36](=[O:37])[C:35]([CH3:38])([CH3:39])[N:34]([CH3:40])[C:33]1=[O:41])=[O:29])([CH3:24])([CH3:25])[CH3:26] |f:0.1|. Reported procedure: A solution of 10.7 g of the ester from Example 3 in 50 ml of tetrahydrofuran was added dropwise at −60° to a solution of 8.76 g of potassium bis-trimethylsilylamide in 80 ml of tetrahydrofluran and the mixture was stirred at −60° for 30 min. Subsequently, a solution of 7.76 g of 3-bromomethyl-1,5,5-trimethylhydantoin in 40 ml of tetrahydrofliran was added at −60° and the mixture was stirred at −60° for 30 min. The reaction mixture was washed with semi-saturated sodium chloride solution and with ... Starting materials: NCCCCCN (1,5-diaminopentane), C(C1=CC=CC=C1)OC(=O)Cl (benzyloxycarbonyl chloride). RXN SMILES: [NH2:1][CH2:2][CH2:3][CH2:4][CH2:5][CH2:6][NH2:7].[CH2:8]([O:15][C:16](Cl)=[O:17])[C:9]1[CH:14]=[CH:13][CH:12]=[CH:11][CH:10]=1>C(Cl)Cl>[CH2:8]([O:15][C:16]([NH:1][CH2:2][CH2:3][CH2:4][CH2:5][CH2:6][NH:7][C:16]([O:15][CH2:8][C:9]1[CH:14]=[CH:13][CH:12]=[CH:11][CH:10]=1)=[O:17])=[O:17])[C:9]1[CH:14]=[CH:13][CH:12]=[CH:11][CH:10]=1. The solvent is C(Cl)Cl (CH2Cl2). Yields the product C(C1=CC=CC=C1)OC(=O)NCCCCCNC(=O)OCC1=CC=CC=C1 (1,5-Di(benzyloxycarbonylamino)pentane). Procedure details: Under N2, 1,5-diaminopentane (2.86 ml., 2.5 g., 0.0245 mol) was dissolved in 50 ml. CH2Cl2 and cooled to 0° . With stirring, benzyloxycarbonyl chloride (3.67 ml., 4.17 g., 0.0245 mol) was added dropwise, maintaining the temperature near 0° . The mixture was warmed to room temperature, washed 2×50 ml. 5% HCl, 1×50 ml. saturated NaHCO3, and 1×50 ml. brine, dried (MgSO4) and stripped to yield title product as a white solid, 4 g.; 1H-nmr (CDCl3) includes delta 5.2 ppm (s, 4H, two benzyl CH2 groups)....